The task is: describe an organic reaction: reactants, conditions, products, and yield. This data is from the Open Reaction Database (ORD), a public repository of structured organic reaction records. Starting materials: [N+](=O)([O-])C1=NC2=CC=CC=C2C=N1 (nitro-quinazoline), CNC1=NC=NC2=CC=C(C=C12)[N+](=O)[O-] (methyl-(6-nitro-quinazolin-4-yl)-amine), [N+](=O)([O-])C1=NC2=CC=CC=C2C=N1 (Nitroquinazoline). The reagents and catalysts are [Pd] (Pd/C). Solvent: CO (MeOH). Run at time 3 hour. Product: CNC1=NC=NC2=CC=C(C=C12)N (N4-methyl-quinazoline-4,6-diamine). RXN SMILES: [CH3:1][NH:2][C:3]1[C:12]2[C:7](=[CH:8][CH:9]=[C:10]([N+:13]([O-])=O)[CH:11]=2)[N:6]=[CH:5][N:4]=1.[N+](C1N=CC2C(=CC=CC=2)N=1)([O-])=O>CO.[Pd]>[CH3:1][NH:2][C:3]1[C:12]2[C:7](=[CH:8][CH:9]=[C:10]([NH2:13])[CH:11]=2)[N:6]=[CH:5][N:4]=1. Procedure: A mixture of methyl-(6-nitro-quinazolin-4-yl)-amine (0.16 g; see Synthesis of Certain Nitroquinazoline Derivatives Structurally Related to some Chemotherapeutic Agents, Botros, S., et. al., Egyptian Journal of Pharmaceutical Sciences, 13(1), 11-21, (1972) for a description of preparing the nitro-quinazoline) and Pd/C (10 wt %, 0.032 g) in 10 ml of MeOH was placed under H2 from a balloon and stirred at RT for 3 h, filtered through a pad of Celite®. Removal of the solvents afforded the title compo... Reactants: CC(=O)OCC1=C(N2[C@@H]([C@@H](C2=O)N)SC1)C(=O)O (7-ACA), CNC(CN1N=NN=C1S)=O (N-methyl-5-mercapto-1H-tetrazol-1-ylacetamide). The product is NC1[C@@H]2N(C(=C(CS2)CSC2=NN=NN2CC(NC)=O)C(=O)O)C1=O (7-Amino-3-(1-N-methylcarbamoylmethyl-1H-tetrazol-5-ylthio) methylceph-3-em-4-carboxylic acid). Isolated yield 44.0%. As a reaction SMILES: CC(O[CH2:5][C:6]1[CH2:15][S:14][C@@H:9]2[C@H:10]([NH2:13])[C:11](=[O:12])[N:8]2[C:7]=1[C:16]([OH:18])=[O:17])=O.[CH3:19][NH:20][C:21](=[O:29])[CH2:22][N:23]1[C:27]([SH:28])=[N:26][N:25]=[N:24]1>>[NH2:13][CH:10]1[C:11](=[O:12])[N:8]2[C:7]([C:16]([OH:18])=[O:17])=[C:6]([CH2:5][S:28][C:27]3[N:23]([CH2:22][C:21](=[O:29])[NH:20][CH3:19])[N:24]=[N:25][N:26]=3)[CH2:15][S:14][C@H:9]12. Reported procedure: 7-ACA and N-methyl-5-mercapto-1H-tetrazol-1-ylacetamide were reacted as in example 23a to give the title compound, 44.0% yield; δ(CF3CO2H), 3.05 (3H,d, J5 Hz, --CONHCH3), 3.92 (2H,s, C2 methylene), 4.63 (2H,bs, --CH2S--), 5.47 (4H,s, --CH2CO-- and β-lactam protons), 7.5-7.8 (1H,m, --CONH--). Reactants: ClC1=C(N)C=C(C(=C1)Cl)Cl (2,4,5-trichloroaniline), CS(=O)(=O)Cl (methane sulfonyl chloride). The solvent is C=1(C(=CC=CC1)C)C (xylene). Yields the product ClC1=C(C=C(C(=C1)Cl)Cl)NS(=O)(=O)C (N-(2,4,5-trichlorophenyl)-methane sulfonamide). As a reaction SMILES: [Cl:1][C:2]1[CH:8]=[C:7]([Cl:9])[C:6]([Cl:10])=[CH:5][C:3]=1[NH2:4].[CH3:11][S:12](Cl)(=[O:14])=[O:13]>C1(C)C(C)=CC=CC=1>[Cl:1][C:2]1[CH:8]=[C:7]([Cl:9])[C:6]([Cl:10])=[CH:5][C:3]=1[NH:4][S:12]([CH3:11])(=[O:14])=[O:13]. Procedure: A mixture of 2,4,5-trichloroaniline (39.3 g.), methane sulfonyl chloride (22.9 g.) and 100 ml. of xylene were heated together under reflux conditions for 18 hours. The mixture was then allowed to cool, which formed a brown precipitate. The product was worked up in the same manner as set forth in Example 1 to yield 24.0 g. of product, m.p. 144°-145° C. The reactants are ClCCl, CC(C)(C)OC(=O)N1CCN(C(=O)c2cc(O)cc3c2C2(C)CCC4C(C)(C)CCCC4(C)C2CS3(=O)=O)CC1, O=C(O)C(F)(F)F. Yields the product CC1(C)CCCC2(C)C1CCC1(C)c3c(C(=O)N4CCNCC4)cc(O)cc3S(=O)(=O)CC12. Reaction SMILES: [Cl:48][CH2:49][Cl:50].[OH:1][c:2]1[cH:3][c:4]([C:26](=[O:27])[N:28]2[CH2:29][CH2:30][N:31]([C:34]([O:35][C:36]([CH3:37])([CH3:38])[CH3:39])=[O:40])[CH2:32][CH2:33]2)[c:5]2[c:18]([cH:19]1)[S:17](=[O:20])(=[O:21])[CH2:16][CH:15]1[C:6]2([CH3:25])[CH2:7][CH2:8][CH:9]2[C:10]([CH3:23])([CH3:24])[CH2:11][CH2:12][CH2:13][C:14]21[CH3:22].[OH:41][C:42]([C:43]([F:44])([F:45])[F:46])=[O:47]>>[OH:1][c:2]1[cH:3][c:4]([C:26](=[O:27])[N:28]2[CH2:29][CH2:30][NH:31][CH2:32][CH2:33]2)[c:5]2[c:18]([cH:19]1)[S:17](=[O:20])(=[O:21])[CH2:16][CH:15]1[C:6]2([CH3:25])[CH2:7][CH2:8][CH:9]2[C:10]([CH3:23])([CH3:24])[CH2:11][CH2:12][CH2:13][C:14]21[CH3:22]. Yield: 62.1%. Product: C(C)(=O)N1CCC(CC1)C1=C(C(C=2C(N1)=NNC2)C2=CC=CC1=NON=C12)C#N (6-(1-Acetylpiperidin-4-yl)-4-(2,1,3-benzoxadiazol-4-yl)-5-cyano-4,7-dihydro-2H-pyrazolo[3,4-b]pyridine). The reactants are N=1ON=C2C1C=CC=C2C=O (2,1,3-benzoxadiazole-4-aldehyde), NC1=NNC=C1 (3-aminopyrazole), C(C)(=O)N1CCC(CC1)C(CC#N)=O (1-(1-acetylpiperidin-4-yl)-2-cyanoethan-1-one). Reported procedure: To a solution of ethyl isonipecotate (8.0 g) in THF (100 mL) was added triethylamine (5.7 g), dimethylaminopyridine (0.6 g) and acetyl chloride (4.4 g) at 0° C. and the mixture was stirred for an hour. The mixture was extracted with ethyl acetate and the solvent was evaporated under reduced pressure to give ethyl 1-acetylpiperidine-4-carboxylate (10 g) as a colorless oil. To a solution of acetonitrile (2.5 g) in THF (300 mL) was added n-BuLi (57 mmol) at −78° C. Further, ethyl 1-acetylpiperidine... Run in C(C)#N (acetonitrile). As a reaction SMILES: [N:1]1[O:2][N:3]=[C:4]2[C:9]([CH:10]=O)=[CH:8][CH:7]=[CH:6][C:5]=12.[NH2:12][C:13]1[CH:17]=[CH:16][NH:15][N:14]=1.[C:18]([N:21]1[CH2:26][CH2:25][CH:24]([C:27](=O)[CH2:28][C:29]#[N:30])[CH2:23][CH2:22]1)(=[O:20])[CH3:19]>C(#N)C>[C:18]([N:21]1[CH2:22][CH2:23][CH:24]([C:27]2[NH:12][C:13]3=[N:14][NH:15][CH:16]=[C:17]3[CH:10]([C:9]3[C:4]4[C:5](=[N:1][O:2][N:3]=4)[CH:6]=[CH:7][CH:8]=3)[C:28]=2[C:29]#[N:30])[CH2:25][CH2:26]1)(=[O:20])[CH3:19]. Starting materials: ( 60 ), ClC=1C=C(C=CC1)C(CNC(CC1=CC2=C(OC(O2)(C(=O)O)C(=O)O)C=C1)C)O (5-{2-[2-(3-chloro-phenyl)-2-hydroxy-ethylamino]-propyl}-benzo[1,3]dioxole-2,2-dicarboxylic acid), C(C)OCCO (2-ethoxyethanol), Cl (HCl). Product: Cl.C(C)OCCOC(=O)C1(OC2=C(O1)C=CC(=C2)CC(C)NCC(O)C2=CC(=CC=C2)Cl)C(=O)OCCOCC (5-{2-[2-(3-Chloro-phenyl)-2-hydroxy-ethylamino]-propyl}-benzo[1,3]dioxole-2,2-dicarboxylic acid bis-(2-ethoxy-ethyl) ester hydrochloride salt). RXN SMILES: [Cl:1][C:2]1[CH:3]=[C:4]([CH:8]([OH:29])[CH2:9][NH:10][CH:11]([CH3:28])[CH2:12][C:13]2[CH:27]=[CH:26][C:16]3[O:17][C:18]([C:23]([OH:25])=[O:24])([C:20]([OH:22])=[O:21])[O:19][C:15]=3[CH:14]=2)[CH:5]=[CH:6][CH:7]=1.[CH2:30]([O:32][CH2:33][CH2:34]O)[CH3:31].Cl>>[ClH:1].[CH2:16]([O:17][CH2:18][CH2:20][O:24][C:23]([C:18]1([C:20]([O:22][CH2:34][CH2:33][O:32][CH2:30][CH3:31])=[O:21])[O:17][C:16]2[CH:26]=[CH:27][C:13]([CH2:12][CH:11]([NH:10][CH2:9][CH:8]([C:4]3[CH:5]=[CH:6][CH:7]=[C:2]([Cl:1])[CH:3]=3)[OH:29])[CH3:28])=[CH:14][C:15]=2[O:19]1)=[O:25])[CH3:15] |f:3.4|. Procedure: The title compound was prepared from 5-{2-[2-(3-chloro-phenyl)-2-hydroxy-ethylamino]-propyl}-benzo[1,3]dioxole-2,2-dicarboxylic acid and 2-ethoxyethanol according to the procedure of Example 1 as an oily off-white gummy solid; 1H NMR (300 MHz, CDCl3): δ 1.10-1.20 (t overlaps with d, J=6.9 Hz, 9H), 1.31-1.41 (brm, 2H), 2.75-2.90 (brm, 1H), 3.10-3.30 (brm, 2H), 3.50 (brq, J=6.9 Hz, 4H), 3.62-3.71 (brm, 4H), 4.37-4.47 (brm, 4H), 5.30-5.70 (brm, 2H), 6.70-6.90 (brm, 4H), 7.19-7.50 (brm, 3H), 8.50-8....